Dataset: the Open Reaction Database (ORD), a public repository of structured organic reaction records. Task: describe an organic reaction: reactants, conditions, products, and yield Starting materials: O=C([O-])[O-], CCOC(C)=O, COc1cc(N2CCN(C(=O)CCl)CC2)ccc1Cl, Cn1c(=O)[nH]c2ccc(Cl)cc21, [Cs+], [Cs+], CN(C)C=O. Yields the product COc1cc(N2CCN(C(=O)Cn3c(=O)n(C)c4cc(Cl)ccc43)CC2)ccc1Cl. RXN SMILES: [C:32](=[O:33])([O-:34])[O-:35].[CH3:43][CH2:44][O:45][C:46](=[O:47])[CH3:48].[Cl:13][CH2:14][C:15](=[O:16])[N:17]1[CH2:18][CH2:19][N:20]([c:23]2[cH:24][c:25]([O:30][CH3:31])[c:26]([Cl:29])[cH:27][cH:28]2)[CH2:21][CH2:22]1.[Cl:1][c:2]1[cH:3][cH:4][c:5]2[c:6]([n:7]([CH3:11])[c:8](=[O:10])[nH:9]2)[cH:12]1.[Cs+:36].[Cs+:37].[O:38]=[CH:39][N:40]([CH3:41])[CH3:42]>>[Cl:1][c:2]1[cH:3][cH:4][c:5]2[c:6]([n:7]([CH3:11])[c:8](=[O:10])[n:9]2[CH2:14][C:15](=[O:16])[N:17]2[CH2:18][CH2:19][N:20]([c:23]3[cH:24][c:25]([O:30][CH3:31])[c:26]([Cl:29])[cH:27][cH:28]3)[CH2:21][CH2:22]2)[cH:12]1. The reactants are C(C1=CC=CC=C1)(=O)C=1N(C=CC1)NC(OCC)=O ((2-Benzoyl-1H-pyrrol-1-yl)-carbamic acid, ethyl ester), ice, C([O-])([O-])=O.[Na+].[Na+] (sodium carbonate), CI (methyl iodide). Solvent: CN(C=O)C (dimethylformamide). Conditions: time 20 hour. The product is C(C1=CC=CC=C1)(=O)C=1N(C=CC1)N(C(OCC)=O)C ((2-Benzoyl-1H-pyrrol-1-yl)-methyl-carbamic acid, ethyl ester). Reaction SMILES: [C:1]([C:9]1[N:10]([NH:14][C:15](=[O:19])[O:16][CH2:17][CH3:18])[CH:11]=[CH:12][CH:13]=1)(=[O:8])[C:2]1[CH:7]=[CH:6][CH:5]=[CH:4][CH:3]=1.[C:20](=O)([O-])[O-].[Na+].[Na+].CI>CN(C)C=O>[C:1]([C:9]1[N:10]([N:14]([CH3:20])[C:15](=[O:19])[O:16][CH2:17][CH3:18])[CH:11]=[CH:12][CH:13]=1)(=[O:8])[C:2]1[CH:7]=[CH:6][CH:5]=[CH:4][CH:3]=1 |f:1.2.3|. Procedure: (2-Benzoyl-1H-pyrrol-1-yl)-carbamic acid, ethyl ester (18.5 g, 71.6 mmol) was combined with sodium carbonate (16.0 g, 157 mmol) and methyl iodide (13.2 g, 93 mmol) in 100 ml of dimethylformamide. The resulting slurry was stirred at ambient temperature for 20 hours and then at 75° C. for 2 hours. This reaction mixture was poured into 300 ml of crushed ice and extracted with four 200 ml portions of ether. The combined extracts were washed with water, dried over MgSO4, filtered and evaporated to an... Run in N1=CC=CC=C1 (pyridine). RXN SMILES: [CH3:1][C@H:2]1[CH2:7][NH:6][C@H:5]([CH3:8])[CH2:4][N:3]1[C:9]1[CH:16]=[CH:15][C:12]([C:13]#[N:14])=[C:11]([C:17]([F:20])([F:19])[F:18])[CH:10]=1.[S:21]([NH2:25])(N)(=[O:23])=[O:22].[F:26][C:27]1[CH:33]=[CH:32][C:30](N)=[CH:29][CH:28]=1>N1C=CC=CC=1>[C:13]([C:12]1[CH:15]=[CH:16][C:9]([N:3]2[C@H:2]([CH3:1])[CH2:7][N:6]([S:21]([NH:25][C:30]3[CH:32]=[CH:33][C:27]([F:26])=[CH:28][CH:29]=3)(=[O:23])=[O:22])[C@@H:5]([CH3:8])[CH2:4]2)=[CH:10][C:11]=1[C:17]([F:20])([F:19])[F:18])#[N:14]. The reactants are C[C@@H]1N(C[C@H](NC1)C)C1=CC(=C(C#N)C=C1)C(F)(F)F (trans-4-(2,5-dimethylpiperazin-1-yl)-2-trifluoromethylbenzonitrile), S(=O)(=O)(N)N (sulfamide), FC1=CC=C(N)C=C1 (4-fluoroaniline). Product: C(#N)C1=C(C=C(C=C1)N1C[C@@H](N(C[C@H]1C)S(=O)(=O)NC1=CC=C(C=C1)F)C)C(F)(F)F (trans-4-(4-Cyano-3-trifluoromethylphenyl)-N-(4-fluorophenyl)-2,5-dimethylpiperazine-1-sulfonamide). Procedure details: A 1.21 g portion of trans-4-(2,5-dimethylpiperazin-1-yl)-2-trifluoromethylbenzonitrile synthesized in Reference Example 1-1 and 2.05 g of sulfamide were heated under reflux for 1.5 hours in 15 ml of pyridine. Next, this was mixed with 4.05 ml of 4-fluoroaniline and again heated under reflux for 4 hours. After evaporation of the solvent, the residue was purified by a silica gel column chromatography to obtain 701 mg of the title compound from toluene-ethyl acetate eluate. Starting materials: Cc1ccccc1, CN(C)C=O, CCOC(=O)C1=CC(CF)(CF)Oc2ccc(I)cc21, O=C([O-])C(F)(F)F, [I-], [K+]. Yields the product CCOC(=O)C1=CC(CF)(CF)Oc2ccc(C(F)(F)F)cc21. As a reaction SMILES: [CH3:30][c:31]1[cH:32][cH:33][cH:34][cH:35][cH:36]1.[CH3:37][N:38]([CH3:39])[CH:40]=[O:41].[F:1][CH2:2][C:3]1([CH2:19][F:20])[O:4][c:5]2[c:6]([cH:14][c:15]([I:18])[cH:16][cH:17]2)[C:7]([C:9](=[O:10])[O:11][CH2:12][CH3:13])=[CH:8]1.[F:21][C:22]([C:23]([O-:24])=[O:25])([F:26])[F:27].[I-:29].[K+:28]>>[F:1][CH2:2][C:3]1([CH2:19][F:20])[O:4][c:5]2[c:6]([cH:14][c:15]([C:22]([F:21])([F:26])[F:27])[cH:16][cH:17]2)[C:7]([C:9](=[O:10])[O:11][CH2:12][CH3:13])=[CH:8]1. Starting materials: FC(C=1C=C(C(=O)N2[C@@H](CNCC2)CC2=CNC3=CC=CC=C23)C=C(C1)C(F)(F)F)(F)F ((2R)-1-[3,5-bis(trifluoromethyl)benzoyl]-2-(1H-indol-3-yl-methyl)piperazine), C(=O)(N1C=NC=C1)N1C=NC=C1 (1,1'-carbonyldiimidazole), ClCCl (dichloromethane), C(=O)(N1C=NC=C1)N1C=NC=C1 (1,1'-carbonyldiimidazole). Reaction conditions: time 8 hour. Yields the product FC(C=1C=C(C(=O)N2[C@@H](CN(CC2)C(N(CCC)C)=O)CC2=CNC3=CC=CC=C23)C=C(C1)C(F)(F)F)(F)F ((2R)-1-[3,5-bis(trifluoromethyl)benzoyl]-2-(1H-indol-3-yl-methyl)-4-(N-methyl-N-propylcarbamoyl)piperazine). As a reaction SMILES: [F:1][C:2]([F:32])([F:31])[C:3]1[CH:4]=[C:5]([CH:24]=[C:25]([C:27]([F:30])([F:29])[F:28])[CH:26]=1)[C:6]([N:8]1[CH2:13][CH2:12][NH:11][CH2:10][C@H:9]1[CH2:14][C:15]1[C:23]2[C:18](=[CH:19][CH:20]=[CH:21][CH:22]=2)[NH:17][CH:16]=1)=[O:7].[C:33]([N:40]1[CH:44]=[CH:43]N=[CH:41]1)(N1C=CN=C1)=[O:34].Cl[CH2:46]Cl>>[F:30][C:27]([F:28])([F:29])[C:25]1[CH:24]=[C:5]([CH:4]=[C:3]([C:2]([F:1])([F:31])[F:32])[CH:26]=1)[C:6]([N:8]1[CH2:13][CH2:12][N:11]([C:33](=[O:34])[N:40]([CH3:41])[CH2:44][CH2:43][CH3:46])[CH2:10][C@H:9]1[CH2:14][C:15]1[C:23]2[C:18](=[CH:19][CH:20]=[CH:21][CH:22]=2)[NH:17][CH:16]=1)=[O:7]. Procedure details: To a stirred solution of (2R)-1-[3,5-bis(trifluoromethyl)benzoyl]-2-(1H-indol-3-yl-methyl)piperazine (400 mg) in dichloromethane (5 ml) was added 1,1'-carbonyldiimidazole (140 mg) at room temperature. The resulting mixture was stirred overnight. Additional 1,1'-carbonyldiimidazole (70 mg) was added to the mixture and then stirred for 1 hour. After the dichloromethane was removed under reduced pressure, N-methylpropylamine (1 g) was added. The mixture was stirred at room temperature for 2 hours a...